describe an organic reaction: reactants, conditions, products, and yield From a dataset of the Open Reaction Database (ORD), a public repository of structured organic reaction records. The reactants are CC(=O)O, CCCN(CCC)c1nc(Cl)c2c(-c3c(C)cc(C)cc3C)cn(C)c2n1, [Na+], [OH-], O. Product: CCCN(CCC)c1nc2c(c(-c3c(C)cc(C)cc3C)cn2C)c(=O)[nH]1. As a reaction SMILES: [CH3:28][C:29]([OH:30])=[O:31].[Cl:1][c:2]1[c:3]2[c:4]([n:5][c:6]([N:8]([CH2:9][CH2:10][CH3:11])[CH2:12][CH2:13][CH3:14])[n:7]1)[n:15]([CH3:27])[cH:16][c:17]2-[c:18]1[c:19]([CH3:26])[cH:20][c:21]([CH3:25])[cH:22][c:23]1[CH3:24].[Na+:33].[OH-:32].[OH2:34]>>[c:2]1(=[O:30])[c:3]2[c:4]([n:5][c:6]([N:8]([CH2:9][CH2:10][CH3:11])[CH2:12][CH2:13][CH3:14])[nH:7]1)[n:15]([CH3:27])[cH:16][c:17]2-[c:18]1[c:19]([CH3:26])[cH:20][c:21]([CH3:25])[cH:22][c:23]1[CH3:24]. The reactants are N#CN.[Na] (monosodium cyanamide), ClC=1C=C(C=CC1)N=C=S (3-chlorophenylisothiocyanate). Solvent: C(C)O (ethanol). Run at time 1 hour. Yields the product C(#N)NC(=S)NC1=CC(=CC=C1)Cl (N-Cyano-N'-(3-chlorophenyl)thiourea). Yield: 86.8%. As a reaction SMILES: [N:1]#[C:2][NH2:3].[Na].[Cl:5][C:6]1[CH:7]=[C:8]([N:12]=[C:13]=[S:14])[CH:9]=[CH:10][CH:11]=1>C(O)C>[C:2]([NH:3][C:13]([NH:12][C:8]1[CH:9]=[CH:10][CH:11]=[C:6]([Cl:5])[CH:7]=1)=[S:14])#[N:1] |f:0.1,^1:3|. Reported procedure: The suspension of monosodium cyanamide (1.9 g, 29.4 mmol) in absolute ethanol (50 mL) was slowly treated with 3-chlorophenylisothiocyanate (5.0 g, 29.4 mmol). The reaction was allowed to stir at room temperature for 1 hour and then heated at 75° C. for 4 hours. The reaction was cooled to room temperature and the colorless solid was filtered and washed with ethanol to give the title A compound (5.4 g), m.p. 258°-260° C. The reactants are COC(C1=C(C=CC=C1OC1=CC=CC=C1)CN(S(=O)(=O)C1=CC=C(C=C1)C)CC(=O)OC)=O (2-{[Methoxycarbonylmethyl-(toluene-4-sulfonyl)-amino]-methyl}-6-phenoxy-benzoic acid methyl ester), C[O-].[Na+] (NaOMe). Solvent: CO (methanol), CO (methanol). Yields the product COC(=O)C=1N=CC2=CC=CC(=C2C1O)OC1=CC=CC=C1 (4-Hydroxy-5-phenoxy-isoquinoline-3-carboxylic acid methyl ester). Yield: 26.7%. As a reaction SMILES: C[O:2][C:3](=O)[C:4]1[C:9]([O:10][C:11]2[CH:16]=[CH:15][CH:14]=[CH:13][CH:12]=2)=[CH:8][CH:7]=[CH:6][C:5]=1[CH2:17][N:18]([CH2:29][C:30]([O:32][CH3:33])=[O:31])S(C1C=CC(C)=CC=1)(=O)=O.C[O-].[Na+]>CO>[CH3:33][O:32][C:30]([C:29]1[N:18]=[CH:17][C:5]2[C:4]([C:3]=1[OH:2])=[C:9]([O:10][C:11]1[CH:16]=[CH:15][CH:14]=[CH:13][CH:12]=1)[CH:8]=[CH:7][CH:6]=2)=[O:31] |f:1.2|. Procedure details: To a solution of crude 2-{[Methoxycarbonylmethyl-(toluene-4-sulfonyl)-amino]-methyl}-6-phenoxy-benzoic acid methyl ester (3.87 g) in methanol (24 mL) was added a solution of NaOMe (30 wt %) in methanol (4 mL) with stirring. After stirring for 3 days at ambient temperature the mixture was concentrated in vacuo. To the residue was added 1 N hydrochloric acid (20 mL) and the mixture was extracted with ethyl acetate (1×100 mL). The organic phase was then washed with concentrated aqueous NaHCO3 solut... Reactants: CC=1N(C(=CC1)C)C1=CC=C(C=C1)/C=C/C(=O)O ((E)-3-[4-(2,5-dimethyl-1H-pyrrol-1-yl)-phenyl]-2-propenoic acid). The reagents and catalysts are [Pd] (palladium on charcoal). Run in C(C)(=O)OCC (ethyl acetate). Yields the product CC=1N(C(=CC1)C)C1=CC=C(C=C1)CCC(=O)O (3-[4-(2,5-dimethyl-1H-pyrrol-1-yl)-phenyl]-propanoic acid). As a reaction SMILES: [CH3:1][C:2]1[N:3]([C:8]2[CH:13]=[CH:12][C:11](/[CH:14]=[CH:15]/[C:16]([OH:18])=[O:17])=[CH:10][CH:9]=2)[C:4]([CH3:7])=[CH:5][CH:6]=1>C(OCC)(=O)C.[Pd]>[CH3:7][C:4]1[N:3]([C:8]2[CH:13]=[CH:12][C:11]([CH2:14][CH2:15][C:16]([OH:18])=[O:17])=[CH:10][CH:9]=2)[C:2]([CH3:1])=[CH:6][CH:5]=1. Reported procedure: A solution of (E)-3-[4-(2,5-dimethyl-1H-pyrrol-1-yl)-phenyl]-2-propenoic acid in ethyl acetate is hydrogenated at 3 atmospheres pressure using 10% palladium on charcoal to yield 3-[4-(2,5-dimethyl-1H-pyrrol-1-yl)-phenyl]-propanoic acid, as an oil. The reactants are C(C)OC(=O)C=1N(N=C(C1Cl)C(CF)(C)C)C (4-Chloro-5-(2-fluoro-1,1-dimethyl-ethyl)-2-methyl-2H-pyrazole-3-carboxylic acid ethyl ester), [OH-].[Na+] (NaOH). The solvent is CO (MeOH). Conditions: time 18 hour. Yields the product ClC1=C(N(N=C1C(CF)(C)C)C)C(=O)O (4-Chloro-5-(2-fluoro-1,1-dimethyl-ethyl)-2-methyl-2H-pyrazole-3-carboxylic acid). RXN SMILES: C([O:3][C:4]([C:6]1[N:7]([CH3:17])[N:8]=[C:9]([C:12]([CH3:16])([CH3:15])[CH2:13][F:14])[C:10]=1[Cl:11])=[O:5])C.[OH-].[Na+]>CO>[Cl:11][C:10]1[C:9]([C:12]([CH3:16])([CH3:15])[CH2:13][F:14])=[N:8][N:7]([CH3:17])[C:6]=1[C:4]([OH:5])=[O:3] |f:1.2|. Procedure: 4-Chloro-5-(2-fluoro-1,1-dimethyl-ethyl)-2-methyl-2H-pyrazole-3-carboxylic acid ethyl ester (738 mg, 2.81 mmol, prepared as described in the previous step) was dissolved in MeOH (3 mL) and 2 M NaOH (1.83 mL, 3.65 mmol) was added. The resulting mixture was stirred at room temperature for 18 h and then the solvent was removed under reduced pressure. The resulting residue was dissolved in H2O (10 mL) and then acidified to pH˜2 with concentrated HCl. The product oiled out of solution and solidified ... The reactants are C1(=CC=CC=C1)OC (anisole), FC(C(=O)O)(F)F (trifluoroacetic acid), NC(=S)N (thiourea), C1(=CC=CC=C1)C(C1=CC=CC=C1)OC(=O)C1=CCS[C@H]2N1C([C@H]2NC(C(C=2N=C(SC2Cl)NC(CCl)=O)=NOC)=O)=O (7β-[2-methoxyimino-2-(2-chloroacetamido-5-chloro-4-thiazolyl)acetamido]-3-cephem-4-carboxylic acid diphenylmethyl ester), C(O)([O-])=O.[Na+] (sodium hydrogen carbonate). Solvent: ClCCl (dichloromethane), C(C)O (ethanol), O1CCCC1 (tetrahydrofuran). Reaction conditions: time 4 hour. Yields the product CON=C(C(=O)N[C@H]1[C@@H]2N(C(=CCS2)C(=O)O)C1=O)C=1N=C(SC1Cl)N (7β-[2-methoxyimino-2-(2-amino-5-chloro-4-thiazolyl)acetamido]-3-cephem-4-carboxylic acid). Yield: 78.6%. As a reaction SMILES: C1(C([O:14][C:15]([C:17]2[N:22]3[C:23](=[O:43])[C@@H:24]([NH:25][C:26](=[O:42])[C:27](=[N:39][O:40][CH3:41])[C:28]4[N:29]=[C:30]([NH:34]C(=O)CCl)[S:31][C:32]=4[Cl:33])[C@H:21]3[S:20][CH2:19][CH:18]=2)=[O:16])C2C=CC=CC=2)C=CC=CC=1.NC(N)=S.C(=O)([O-])O.[Na+].C1(OC)C=CC=CC=1.FC(F)(F)C(O)=O>C(O)C.O1CCCC1.ClCCl>[CH3:41][O:40][N:39]=[C:27]([C:28]1[N:29]=[C:30]([NH2:34])[S:31][C:32]=1[Cl:33])[C:26]([NH:25][C@@H:24]1[C:23](=[O:43])[N:22]2[C:17]([C:15]([OH:16])=[O:14])=[CH:18][CH2:19][S:20][C@H:21]12)=[O:42] |f:2.3|. Reported procedure: To a solution of 7β-[2-methoxyimino-2-(2-chloroacetamido-5-chloro-4-thiazolyl)acetamido]-3-cephem-4-carboxylic acid diphenylmethyl ester (330 mg) in a mixture of ethanol (5 ml) and tetrahydrofuran (5 ml) is added thiourea (152 mg), and the mixture is stirred for 4 hours. After one night, the solution is stirred with 5% aqueous sodium hydrogen carbonate solution for 10 minutes, concentrated to remove organic solvents, and extracted with ethyl acetate. The residue is subjected to silica gel chroma... The reactants are C(C1=CC=CC=C1)=NC(C(=O)OCC)(CCCC)CC (Ethyl 2-benzylideneamino-2-ethylhexanoate), Cl (HCl). Run at temperature 10 celsius. The product is NC(C(=O)OCC)(CCCC)CC (Ethyl 2-amino-2-ethylhexanoate). The yield is 70.0%. Reaction SMILES: C(=[N:8][C:9]([CH2:19][CH3:20])([CH2:15][CH2:16][CH2:17][CH3:18])[C:10]([O:12][CH2:13][CH3:14])=[O:11])C1C=CC=CC=1.Cl>>[NH2:8][C:9]([CH2:19][CH3:20])([CH2:15][CH2:16][CH2:17][CH3:18])[C:10]([O:12][CH2:13][CH3:14])=[O:11]. Procedure details: A solution of the product from step (c) (1mole) in 1N aqu. HCl (1.2 moles) was stirred for 10 minutes at room temperature, then washed with toluene. The pH of the remaining aqueous phase was adjusted to 7 using 12.5% w/v sodium hydroxide, then cooled to 10° C., further basified to pH 12 and extracted with toluene. The extracts were combined, washed with brine, dried and evaporated in vacuo. The residue was distilled to give the desired product as an oil (70-80% yield).